From a dataset of the Open Reaction Database (ORD), a public repository of structured organic reaction records. describe an organic reaction: reactants, conditions, products, and yield Starting materials: CO, ClCCl, O=C(O)COc1ncc(C(=O)Nc2ccc(F)cc2)cn1, OCCc1ccccc1. Yields the product O=C(COc1ncc(C(=O)Nc2ccc(F)cc2)cn1)OCCc1ccccc1. Reaction SMILES: [CH3:31][OH:32].[Cl:33][CH2:34][Cl:35].[F:1][c:2]1[cH:3][cH:4][c:5]([NH:8][C:9](=[O:10])[c:11]2[cH:12][n:13][c:14]([O:17][CH2:18][C:19](=[O:20])[OH:21])[n:15][cH:16]2)[cH:6][cH:7]1.[c:22]1([CH2:28][CH2:29][OH:30])[cH:23][cH:24][cH:25][cH:26][cH:27]1>>[F:1][c:2]1[cH:3][cH:4][c:5]([NH:8][C:9](=[O:10])[c:11]2[cH:12][n:13][c:14]([O:17][CH2:18][C:19]([O:20][CH2:29][CH2:28][c:22]3[cH:23][cH:24][cH:25][cH:26][cH:27]3)=[O:21])[n:15][cH:16]2)[cH:6][cH:7]1. Starting materials: O=C1C=2C=CC=CC2OCC1, [Zn].O=S(O)C(F)F. Reagents/catalysts: O=C(O)C(F)(F)F, OOC(C)(C)C. Run in O, FC(F)(F)C=1C=CC=CC1. Run at temperature 25 celsius, time 18 hour. Product: O=C1C=2C=CC=CC2OC(C1)C(F)F. Isolated yield 30.0%.